This data is from the Open Reaction Database (ORD), a public repository of structured organic reaction records. The task is: describe an organic reaction: reactants, conditions, products, and yield The reactants are ClC(Cl)Cl, Cc1cc(C(O)(Cc2nnnn2C)c2ccc(F)c(C)c2)ccc1F, [K+], O=S(=O)([O-])O. Product: Cc1cc(C(=Cc2nnnn2C)c2ccc(F)c(C)c2)ccc1F. As a reaction SMILES: [CH:32]([Cl:33])([Cl:34])[Cl:35].[F:1][c:2]1[c:3]([CH3:25])[cH:4][c:5]([C:8]([CH2:9][c:10]2[n:11][n:12][n:13][n:14]2[CH3:15])([OH:16])[c:17]2[cH:18][c:19]([CH3:24])[c:20]([F:23])[cH:21][cH:22]2)[cH:6][cH:7]1.[K+:31].[S:26]([O-:27])([OH:28])(=[O:29])=[O:30]>>[F:1][c:2]1[c:3]([CH3:25])[cH:4][c:5]([C:8](=[CH:9][c:10]2[n:11][n:12][n:13][n:14]2[CH3:15])[c:17]2[cH:18][c:19]([CH3:24])[c:20]([F:23])[cH:21][cH:22]2)[cH:6][cH:7]1.